Task: describe an organic reaction: reactants, conditions, products, and yield. Dataset: the Open Reaction Database (ORD), a public repository of structured organic reaction records The reactants are C(C1=CC=CC=C1)OC(=O)N1C[C@H]([C@@H](CC1)N(C1=CC=CC=C1)C(CC)=O)C (trans-N-benzyloxycarbonyl-3-methyl-4-[(1-oxopropyl)phenylamino]-piperidine), CO (methanol). Reagents/catalysts: [Pd] (Pd-C). The solvent is C(C)(=O)O (acetic acid). Run at time 24 hour. Product: C[C@@H]1CNCC[C@H]1N(C1=CC=CC=C1)C(CC)=O (Trans-3-methyl-4-[(1-oxopropyl)phenylamino]-piperidine). As a reaction SMILES: C(OC([N:11]1[CH2:16][CH2:15][C@@H:14]([N:17]([C:24](=[O:27])[CH2:25][CH3:26])[C:18]2[CH:23]=[CH:22][CH:21]=[CH:20][CH:19]=2)[C@H:13]([CH3:28])[CH2:12]1)=O)C1C=CC=CC=1.CO>[Pd].C(O)(=O)C>[CH3:28][C@H:13]1[C@H:14]([N:17]([C:24](=[O:27])[CH2:25][CH3:26])[C:18]2[CH:23]=[CH:22][CH:21]=[CH:20][CH:19]=2)[CH2:15][CH2:16][NH:11][CH2:12]1. Procedure: A mixture of trans-N-benzyloxycarbonyl-3-methyl-4-[(1-oxopropyl)phenylamino]-piperidine (1.5 g, 3.94 mmol), 10% Pd-C (200 mg), methanol (20 ml), and acetic acid (20 ml) is hydrogenated at 50 psi for 24 hours. The resultant suspension is filtered through a bed of Celite and the filtrate concentrated. The residue is diluted with ethyl acetate (50 ml), basified to pH 11 with 2N NaOH and shaken. The organic layer is separated, dried over magnesium sulfate, and concentrated to trans-3-methyl-4-[(1-ox... Run in ClCCl (dichloromethane), O (water). Yields the product C(C1=CC=CC=C1)O[C@@H](COC(=O)OCCBr)COCCCCCCCCCCCCCCCCCC ((R)-2-O-benzyl-1-[(2-bromoethoxy)carbonyl]-3-O-octadecylglycerine). Reactants: C(C1=CC=CC=C1)O[C@H](COCCCCCCCCCCCCCCCCCC)CO ((S)-2-O-benzyl-1-O-octadecyl glycerine), N1=CC=CC=C1 (pyridine), Cl (hydrochloric acid), ClC(=O)OCCBr (2-bromoethyl chloroformate). Reaction SMILES: [CH2:1]([O:8][C@@H:9]([CH2:30][OH:31])[CH2:10][O:11][CH2:12][CH2:13][CH2:14][CH2:15][CH2:16][CH2:17][CH2:18][CH2:19][CH2:20][CH2:21][CH2:22][CH2:23][CH2:24][CH2:25][CH2:26][CH2:27][CH2:28][CH3:29])[C:2]1[CH:7]=[CH:6][CH:5]=[CH:4][CH:3]=1.N1C=CC=CC=1.Cl[C:39]([O:41][CH2:42][CH2:43][Br:44])=[O:40].Cl>ClCCl.O>[CH2:1]([O:8][C@H:9]([CH2:10][O:11][CH2:12][CH2:13][CH2:14][CH2:15][CH2:16][CH2:17][CH2:18][CH2:19][CH2:20][CH2:21][CH2:22][CH2:23][CH2:24][CH2:25][CH2:26][CH2:27][CH2:28][CH3:29])[CH2:30][O:31][C:39]([O:41][CH2:42][CH2:43][Br:44])=[O:40])[C:2]1[CH:7]=[CH:6][CH:5]=[CH:4][CH:3]=1. Procedure details: A solution of 0.5 g of (S)-2-O-benzyl-1-O-octadecyl glycerine in 25 ml of dichloromethane is treated with 0.3 ml of pyridine and cooled to 0° C. The solution is treated with 0.2 ml of 2-bromoethyl chloroformate, stirred at room temperature, treated with 10 ml of water and acidified to pH 3 with 1N hydrochloric acid. The organic phase is washed with water, dried and evaporated. The residue is chromatographed on silica gel while eluting with ether/n-hexane (1:1). There is obtained (R)-2-O-benzyl-1... Reaction conditions: temperature 0 celsius. The reactants are BrBr (bromine), BrBr (bromine), C1(=CC=CC=C1)C (Toluene), ClC1=CC=C(C=C1)C=1NC(=CC1C#N)C(F)(F)F (2-(p-chlorophenyl)-5-(trifluoromethyl)pyrrole-3-carbonitrile). The solvent is C(C)(=O)O (acetic acid), C(C)(=O)O (acetic acid), C(C)(=O)O (acetic acid). Run at time 18 hour. The product is BrC=1C(=C(NC1C(F)(F)F)C1=CC=C(C=C1)Cl)C#N (4-Bromo-2-(p-chlorophenyl)-5-(trifluoromethyl)pyrrole-3-carbonitrile). RXN SMILES: [Cl:1][C:2]1[CH:7]=[CH:6][C:5]([C:8]2[NH:9][C:10]([C:15]([F:18])([F:17])[F:16])=[CH:11][C:12]=2[C:13]#[N:14])=[CH:4][CH:3]=1.[Br:19]Br.C1(C)C=CC=CC=1>C(O)(=O)C>[Br:19][C:11]1[C:12]([C:13]#[N:14])=[C:8]([C:5]2[CH:4]=[CH:3][C:2]([Cl:1])=[CH:7][CH:6]=2)[NH:9][C:10]=1[C:15]([F:18])([F:16])[F:17]. Procedure: Under a nitrogen purge, a suspension or 2-(p-chlorophenyl)-5-(trifluoromethyl)pyrrole-3-carbonitrile (1.6 g; 0.005 mol) in acetic acid (25 mL) is heated, all the material dissolving to a clear solution at about 60° C. A solution of bromine (0.8 mL; 0.015 mol) in acetic acid (10 mL) is added dropwise over 15 minutes to the refluxing solution. The solution is refluxed 6 hours then allowed to stir 18 hours at room temperature. The HPLC of the reaction mixture shows about 80% conversion to product. ... The reactants are CN(C)c1ccncc1, Cc1nc(N)nc(O)c1Cc1ccc(CC#N)cc1, Cc1cc(C)c(S(=O)(=O)Cl)c(C)c1. Yields the product Cc1cc(C)c(S(=O)(=O)Oc2nc(N)nc(C)c2Cc2ccc(CC#N)cc2)c(C)c1. Reaction SMILES: [CH3:33][N:34]([c:35]1[cH:36][cH:37][n:38][cH:39][cH:40]1)[CH3:41].[NH2:1][c:2]1[n:3][c:4]([CH3:19])[c:5]([CH2:9][c:10]2[cH:11][cH:12][c:13]([CH2:16][C:17]#[N:18])[cH:14][cH:15]2)[c:6]([OH:8])[n:7]1.[c:20]1([CH3:32])[c:21]([S:28](=[O:29])(=[O:30])[Cl:31])[c:22]([CH3:27])[cH:23][c:24]([CH3:26])[cH:25]1>>[NH2:1][c:2]1[n:3][c:4]([CH3:19])[c:5]([CH2:9][c:10]2[cH:11][cH:12][c:13]([CH2:16][C:17]#[N:18])[cH:14][cH:15]2)[c:6]([O:8][S:28]([c:21]2[c:20]([CH3:32])[cH:25][c:24]([CH3:26])[cH:23][c:22]2[CH3:27])(=[O:29])=[O:30])[n:7]1. Reactants: NC=1C=C(N(C1)CC1=CC=C(C=C1)F)C(C)=O (1-[4-amino-1-(4-fluorobenzyl)-1H-pyrrol-2-yl]ethanone), C(=O)([O-])[O-].[Cs+].[Cs+] (Cs2CO3), CN(C)C=O (DMF). The product is CN(C=1C=C(N(C1)CC1=CC=C(C=C1)F)C(C)=O)C (1-[4-dimethylamino-1-(4-fluorobenzyl)-1H-pyrrol-2-yl]ethanone). RXN SMILES: NC1[CH:3]=[C:4]([C:15](=[O:17])[CH3:16])[N:5]([CH2:7][C:8]2[CH:13]=[CH:12][C:11]([F:14])=[CH:10][CH:9]=2)[CH:6]=1.C([O-])([O-])=O.[Cs+].[Cs+].[CH3:24][N:25]([CH:27]=O)[CH3:26]>>[CH3:26][N:25]([CH3:24])[C:27]1[CH:3]=[C:4]([C:15](=[O:17])[CH3:16])[N:5]([CH2:7][C:8]2[CH:9]=[CH:10][C:11]([F:14])=[CH:12][CH:13]=2)[CH:6]=1 |f:1.2.3|. Procedure: To a 100 mL round bottomed flask with a stirring bar and a nitrogen inlet was added 1-[4-amino-1-(4-fluorobenzyl)-1H-pyrrol-2-yl]ethanone AVI-2-1 (0.50 g, 2.15 mmol), dry DMF (20 mL), finely powdered Cs2CO3 (3.26 g, 10 mmol) and Mel (0.31 mL, 5.00 mmol). The resulting mixture was stirred lh at ambient temperature. The solids were removed by filtration and the solvent was removed in vacuo. The residue was dissolved in EtOAc and washed with water (3×) and brine. Drying (MgSO4), filtration and remo... The reactants are C(C1=CC=CC=C1)N1CC(OCC1)C1=NC(=NO1)C1=CC=CC=C1 (4-benzyl-2-(3-phenyl-1,2,4-oxadiazol-5-yl)morpholine), C(C1=CC=CC=C1)N1CC(OCC1)C1=NC(=NO1)C1=CC=CC=C1 (4-benzyl-2-(3-phenyl-1,2,4-oxadiazol-5-yl)morpholine), ClC(=O)OCCCl (chloroethyl chloroformate). Solvent: ClCCCl (1,2-dichloroethane). Run at temperature 70 celsius. The product is Cl.C1(=CC=CC=C1)C1=NOC(=N1)C1CNCCO1 (2-(3-Phenyl-[1,2,4]oxadiazol-5-yl)-morpholine Hydrochloride). RXN SMILES: C([N:8]1[CH2:13][CH2:12][O:11][CH:10]([C:14]2[O:18][N:17]=[C:16]([C:19]3[CH:24]=[CH:23][CH:22]=[CH:21][CH:20]=3)[N:15]=2)[CH2:9]1)C1C=CC=CC=1.[Cl:25]C(OCCCl)=O>ClCCCl>[ClH:25].[C:19]1([C:16]2[N:15]=[C:14]([CH:10]3[O:11][CH2:12][CH2:13][NH:8][CH2:9]3)[O:18][N:17]=2)[CH:20]=[CH:21][CH:22]=[CH:23][CH:24]=1 |f:3.4|. Reported procedure: To a stirred solution of 4-benzyl-2-(3-phenyl-1,2,4-oxadiazol-5-yl)morpholine (intermediate 21, 2.0 g, 6.22 mmol) in 1,2-dichloroethane (10 ml) was added chloroethyl chloroformate (2.0 ml, 18.7 mmol), and the reaction mixture was stirred for at 70° C. 4 hours. The reaction mixture was concentrated in vacuo. After removal of the solvent, the residue was dissolved in methanol (10 ml), and the reaction solution was stirred for one hour under reflux. When the reaction was complete (checked by thin l...